The task is: describe an organic reaction: reactants, conditions, products, and yield. This data is from the Open Reaction Database (ORD), a public repository of structured organic reaction records. Starting materials: COC=1C=C(C=CC1OC)CBr (3,4-Dimethoxy-α-bromotoluene), C1(=CC=CC=C1)P(C1=CC=CC=C1)C1=CC=CC=C1 (triphenylphosphine), C(C)OCC (ethyl ether). Run in CN(C=O)C (dimethylformamide). The product is [Br-].COC=1C=C(C=CC1OC)C[P+](C1=CC=CC=C1)(C1=CC=CC=C1)C1=CC=CC=C1 (3,4-dimethoxyphenylmethyltriphenylphosphonium bromide). Yield: 80.3%. As a reaction SMILES: [CH3:1][O:2][C:3]1[CH:4]=[C:5]([CH2:11][Br:12])[CH:6]=[CH:7][C:8]=1[O:9][CH3:10].[C:13]1([P:19]([C:26]2[CH:31]=[CH:30][CH:29]=[CH:28][CH:27]=2)[C:20]2[CH:25]=[CH:24][CH:23]=[CH:22][CH:21]=2)[CH:18]=[CH:17][CH:16]=[CH:15][CH:14]=1.C(OCC)C>CN(C)C=O>[Br-:12].[CH3:1][O:2][C:3]1[CH:4]=[C:5]([CH2:11][P+:19]([C:20]2[CH:21]=[CH:22][CH:23]=[CH:24][CH:25]=2)([C:26]2[CH:31]=[CH:30][CH:29]=[CH:28][CH:27]=2)[C:13]2[CH:14]=[CH:15][CH:16]=[CH:17][CH:18]=2)[CH:6]=[CH:7][C:8]=1[O:9][CH3:10] |f:4.5|. Procedure details: 3,4-Dimethoxy-α-bromotoluene (11.6 g) [Gordon N. Walker et al., J. Org. Chem., 26, 2740 (1961)] and triphenylphosphine (13.11 g) are heated in dimethylformamide (150 cc) at 75° C. for 1 hour 30 minutes. After addition of ethyl ether (700 cc) to the reaction mixture and filtration, 3,4-dimethoxyphenylmethyltriphenylphosphonium bromide (19.8 g) is obtained in the form of a white solid melting at 260° C. The reactants are CCN=C=NCCCN(C)C, CCN(C(C)C)C(C)C, Cl, Cl, O=C(O)c1cc(-c2ccc(F)cc2)[nH]n1, CC(=O)c1ccc(F)cc1, NCC(=O)N1CCC(Oc2cccc(C(F)(F)F)c2)CC1, CN(C)C=O, O, On1nnc2ccccc21. Product: O=C(NCC(=O)N1CCC(Oc2cccc(C(F)(F)F)c2)CC1)c1cc(-c2ccc(F)cc2)[nH]n1. RXN SMILES: [CH3:45][CH2:46][N:47]=[C:48]=[N:49][CH2:50][CH2:51][CH2:52][N:53]([CH3:54])[CH3:55].[CH:1]([N:2]([CH2:3][CH3:4])[CH:5]([CH3:6])[CH3:7])([CH3:8])[CH3:9].[ClH:56].[ClH:57].[F:10][c:11]1[cH:12][cH:13][c:14](-[c:17]2[cH:18][c:19]([C:22](=[O:23])[OH:24])[n:20][nH:21]2)[cH:15][cH:16]1.[F:25][c:26]1[cH:27][cH:28][c:29]([C:30](=[O:31])[CH3:32])[cH:33][cH:34]1.[NH2:58][CH2:59][C:60](=[O:61])[N:62]1[CH2:63][CH2:64][CH:65]([O:68][c:69]2[cH:70][c:71]([C:75]([F:76])([F:77])[F:78])[cH:72][cH:73][cH:74]2)[CH2:66][CH2:67]1.[O:79]=[CH:80][N:81]([CH3:82])[CH3:83].[OH2:84].[OH:35][n:36]1[c:37]2[c:38]([cH:39][cH:40][cH:41][cH:42]2)[n:43][n:44]1>>[F:10][c:11]1[cH:12][cH:13][c:14](-[c:17]2[cH:18][c:19]([C:22](=[O:24])[NH:58][CH2:59][C:60](=[O:61])[N:62]3[CH2:63][CH2:64][CH:65]([O:68][c:69]4[cH:70][c:71]([C:75]([F:76])([F:77])[F:78])[cH:72][cH:73][cH:74]4)[CH2:66][CH2:67]3)[n:20][nH:21]2)[cH:15][cH:16]1. Starting materials: C(=O)C1=CC=C(C=C1)B(O)O (4-Formyl-benzeneboronic acid), BrC=1C=CC=NC1 (5-bromopyridine), CN(C)C=O (DMF). The reagents and catalysts are CC(=O)[O-].CC(=O)[O-].[Pd+2] (Pd(OAc)2), C1(=CC=CC=C1)P(C1=CC=CC=C1)[C-]1C=CC=C1.[C-]1(C=CC=C1)P(C1=CC=CC=C1)C1=CC=CC=C1.[Fe+2] (bisdiphenylphosphinoferrocene). Solvent: CCOC(=O)C (EtOAc), CCOC(=O)C (EtOAc). Yields the product N1=CN=CC(=C1)C1=CC=C(C=O)C=C1 (4-Pyrimidin-5-yl-benzaldehyde). As a reaction SMILES: C[N:2]([CH:4]=O)[CH3:3].[CH:6]([C:8]1[CH:13]=[CH:12][C:11](B(O)O)=[CH:10][CH:9]=1)=[O:7].BrC1C=[CH:20][CH:21]=[N:22]C=1>CCOC(C)=O.CC([O-])=O.CC([O-])=O.[Pd+2].C1(P([C-]2C=CC=C2)C2C=CC=CC=2)C=CC=CC=1.[C-]1(P(C2C=CC=CC=2)C2C=CC=CC=2)C=CC=C1.[Fe+2]>[N:2]1[CH:3]=[C:20]([C:11]2[CH:12]=[CH:13][C:8]([CH:6]=[O:7])=[CH:9][CH:10]=2)[CH:21]=[N:22][CH:4]=1 |f:4.5.6,7.8.9|. Procedure details: A solution of Pd(OAc)2 (0.17 mmol, 38 mg), bisdiphenylphosphinoferrocene (DPPF, 0.23 mmol, 125 mg), and DMF were heated to 50° for 15 minutes. The reaction mixture was cooled. 4-Formyl-benzeneboronic acid (6.93 mmol, 1.0 g), 5-bromopyridine (6.3 nunol, 1.0 g), and Net3 (8.2 mmol; 1.11 mL) were added and the reaction mixture was heated to 90° overnight. The reaction mixture was concentrated to yield a gummy oil. Flash chromatography (EtOAc) yielded 1-3 contaminated with a small amount of 1-1. The... Starting materials: ClC(=O)N1C2=C(NC(C3=C1C=CC=C3)=O)C=CC=N2 (11-(chlorocarbonyl)-5,11-dihydro-6H-pyrido[2,3-b][1,4]benzodiazepin-6-one), C(C)N(CCC1CCNCC1)CC (4-[2-(diethylamino)ethyl]piperidine). The solvent is C(C)(=O)OCC (ethyl acetate). The product is C(C)N(CCC1CCN(CC1)C(=O)N1C2=C(NC(C3=C1C=CC=C3)=O)C=CC=N2)CC (11-[[4-[2-(Diethylamino)ethyl]-1-piperidinyl]carbonyl]-5,11-dihydro-6H-pyrido[2,3-b][1,4]benzodiazepin-6-one). Yield: 34.0%. Reaction SMILES: Cl[C:2]([N:4]1[C:10]2[CH:11]=[CH:12][CH:13]=[CH:14][C:9]=2[C:8](=[O:15])[NH:7][C:6]2[CH:16]=[CH:17][CH:18]=[N:19][C:5]1=2)=[O:3].[CH2:20]([N:22]([CH2:31][CH3:32])[CH2:23][CH2:24][CH:25]1[CH2:30][CH2:29][NH:28][CH2:27][CH2:26]1)[CH3:21]>C(OCC)(=O)C>[CH2:31]([N:22]([CH2:20][CH3:21])[CH2:23][CH2:24][CH:25]1[CH2:26][CH2:27][N:28]([C:2]([N:4]2[C:10]3[CH:11]=[CH:12][CH:13]=[CH:14][C:9]=3[C:8](=[O:15])[NH:7][C:6]3[CH:16]=[CH:17][CH:18]=[N:19][C:5]2=3)=[O:3])[CH2:29][CH2:30]1)[CH3:32]. Procedure: Prepared analogously to Example 4 from 11-(chlorocarbonyl)-5,11-dihydro-6H-pyrido[2,3-b][1,4]benzodiazepin-6-one and 4-[2-(diethylamino)ethyl]piperidine in a yield of 34% of theory. Colourless crystals, m.p. 154° C. (ethyl acetate).